Dataset: the Open Reaction Database (ORD), a public repository of structured organic reaction records. Task: describe an organic reaction: reactants, conditions, products, and yield Reactants: CCN1C(C)=CC(=O)CS1(=O)=O, CO, N. The product is CCNS(=O)(=O)CC(=O)C=C(C)N. RXN SMILES: [CH2:1]([CH3:2])[N:3]1[S:4](=[O:11])(=[O:12])[CH2:5][C:6](=[O:10])[CH:7]=[C:8]1[CH3:9].[CH3:14][OH:15].[NH3:13]>>[CH2:1]([CH3:2])[NH:3][S:4]([CH2:5][C:6]([CH:7]=[C:8]([CH3:9])[NH2:13])=[O:10])(=[O:11])=[O:12]. Reactants: FC=1C(=NC=CC1)N1N=C(C(=C1)C(=O)OCC)C (ethyl 1-(3-fluoro-2-pyridyl)-3-methyl-pyrazole-4-carboxylate), BrN1C(CCC1=O)=O (N-bromosuccinimide), BrN1C(CCC1=O)=O (N-bromosuccinimide). Solvent: ClC1=CC=CC=C1 (chlorobenzene). The product is BrCC1=NN(C=C1C(=O)OCC)C1=NC=CC=C1F (ethyl 3-(bromomethyl)-1-(3-fluoro-2-pyridyl)pyrazole-4-carboxylate). The yield is 39.5%. RXN SMILES: [F:1][C:2]1[C:3]([N:8]2[CH:12]=[C:11]([C:13]([O:15][CH2:16][CH3:17])=[O:14])[C:10]([CH3:18])=[N:9]2)=[N:4][CH:5]=[CH:6][CH:7]=1.[Br:19]N1C(=O)CCC1=O>ClC1C=CC=CC=1>[Br:19][CH2:18][C:10]1[C:11]([C:13]([O:15][CH2:16][CH3:17])=[O:14])=[CH:12][N:8]([C:3]2[C:2]([F:1])=[CH:7][CH:6]=[CH:5][N:4]=2)[N:9]=1. Procedure details: To a solution of ethyl 1-(3-fluoro-2-pyridyl)-3-methyl-pyrazole-4-carboxylate (10.2 g, 40.9 mmol) in chlorobenzene (205 mL), N-bromosuccinimide (8 g) is added at room temperature. The reaction mixture is stirred and irradiated under a 100 W lamp at room temperature overnight. Then more N-bromosuccinimide (2 g) is added and after 2 hr., no starting material is detected. Solids are filtered and solvent is evaporated. The crude is purified by normal phase Isco chromatography using as eluent dichlor... The reactants are CC(=O)OC(C)=O, CN(C)c1ccncc1, CCN(C(C)C)C(C)C, OCc1cc(-c2ccc3nccc(N4CCOCC4)c3c2)cnc1Cl, ClCCl, CN(C)C=O. The product is CC(=O)OCc1cc(-c2ccc3nccc(N4CCOCC4)c3c2)cnc1Cl. Reaction SMILES: [CH3:35][C:36](=[O:37])[O:38][C:39]([CH3:40])=[O:41].[CH3:50][N:51]([c:52]1[cH:53][cH:54][n:55][cH:56][cH:57]1)[CH3:58].[CH:26]([N:27]([CH2:28][CH3:29])[CH:30]([CH3:31])[CH3:32])([CH3:33])[CH3:34].[Cl:1][c:2]1[n:3][cH:4][c:5](-[c:10]2[cH:11][c:12]3[c:13]([N:20]4[CH2:21][CH2:22][O:23][CH2:24][CH2:25]4)[cH:14][cH:15][n:16][c:17]3[cH:18][cH:19]2)[cH:6][c:7]1[CH2:8][OH:9].[Cl:47][CH2:48][Cl:49].[O:42]=[CH:43][N:44]([CH3:45])[CH3:46]>>[Cl:1][c:2]1[n:3][cH:4][c:5](-[c:10]2[cH:11][c:12]3[c:13]([N:20]4[CH2:21][CH2:22][O:23][CH2:24][CH2:25]4)[cH:14][cH:15][n:16][c:17]3[cH:18][cH:19]2)[cH:6][c:7]1[CH2:8][O:9][C:36]([CH3:35])=[O:37]. Reactants: C[C@@H]1CNC(=O)[C@H](NC(=O)/C=C/C[C@H](OC(=O)[C@@H](OC1=O)CC(C)C)[C@H](C)[C@@H]2[C@H](O2)C3=CC=CC=C3)CC4=CC(=C(C=C4)OC)Cl (Cryptophycin 1), Cl (HCl), C([O-])([O-])=O.[K+].[K+] (potassium carbonate). The solvent is COCCOC (1,2-dimethoxyethane). Run at time 18 hour. The product is C[C@@H]1CNC(=O)[C@H](NC(=O)/C=C/C[C@H](OC(=O)[C@@H](OC1=O)CC(C)C)[C@H](C)[C@H]([C@H](C2=CC=CC=C2)Cl)O)CC3=CC(=C(C=C3)OC)Cl (Cryptophycin 8), CC1CNC(=O)C(NC(=O)/C=C/CC(OC(=O)C(OC1=O)CC(C)C)C(C)C2C(O2)C3=CC=CC=C3)CC4=CC(=C(C=C4)OC)Cl (Cryptophycin). Reaction SMILES: [CH3:1][C@H:2]1[C:20](=[O:21])[O:19][C@@H:18]([CH2:22][CH:23]([CH3:25])[CH3:24])[C:16](=[O:17])[O:15][C@H:14]([C@@H:26]([C@H:28]2[O:30][C@@H:29]2[C:31]2[CH:36]=[CH:35][CH:34]=[CH:33][CH:32]=2)[CH3:27])[CH2:13][CH:12]=[CH:11][C:9](=[O:10])[NH:8][C@H:7]([CH2:37][C:38]2[CH:43]=[CH:42][C:41]([O:44][CH3:45])=[C:40]([Cl:46])[CH:39]=2)[C:5](=[O:6])[NH:4][CH2:3]1.[ClH:47].C(=O)([O-])[O-].[K+].[K+]>COCCOC>[CH3:1][C@H:2]1[C:20](=[O:21])[O:19][C@@H:18]([CH2:22][CH:23]([CH3:25])[CH3:24])[C:16](=[O:17])[O:15][C@H:14]([C@@H:26]([C@@H:28]([OH:30])[C@@H:29]([Cl:47])[C:31]2[CH:32]=[CH:33][CH:34]=[CH:35][CH:36]=2)[CH3:27])[CH2:13][CH:12]=[CH:11][C:9](=[O:10])[NH:8][C@H:7]([CH2:37][C:38]2[CH:43]=[CH:42][C:41]([O:44][CH3:45])=[C:40]([Cl:46])[CH:39]=2)[C:5](=[O:6])[NH:4][CH2:3]1.[CH3:1][CH:2]1[C:20](=[O:21])[O:19][CH:18]([CH2:22][CH:23]([CH3:24])[CH3:25])[C:16](=[O:17])[O:15][CH:14]([CH:26]([CH:28]2[O:30][CH:29]2[C:31]2[CH:32]=[CH:33][CH:34]=[CH:35][CH:36]=2)[CH3:27])[CH2:13][CH:12]=[CH:11][C:9](=[O:10])[NH:8][CH:7]([CH2:37][C:38]2[CH:43]=[CH:42][C:41]([O:44][CH3:45])=[C:40]([Cl:46])[CH:39]=2)[C:5](=[O:6])[NH:4][CH2:3]1 |f:2.3.4|. Procedure details: To a solution of Cryptophycin 1 (500 mg) in 3 mL of 1,2-dimethoxyethane was added 60 μL of concentrated HCl. The mixture was stirred at room temperature for 18 h, potassium carbonate (50 mg) was added, and the mixture was stirred for an additional 2 h, then filtered and evaporated. The residue was subjected to reversed-phase HPLC (Alltech Econosil C18, 250 mm×22 mm column, flow rate 5 mL/min, 20 mg/injection, UV detection at 254 nm) using 3:1 MeCN/H2O to give 433 mg of Cryptophycin 8 (tR 25 min)...